Dataset: the Open Reaction Database (ORD), a public repository of structured organic reaction records. Task: describe an organic reaction: reactants, conditions, products, and yield Reactants: C(C)C=1N=C(N(C(C1C1=CC=C(C=C1)O)=O)CC1=CC=C(C=C1)C=1C(=CC=CC1)C#N)CCC (4′-{[4-ethyl-5-(4-hydroxyphenyl)-6-oxo-2-propylpyrimidin-1(6H)-yl]methyl}biphenyl-2-carbonitrile), ICC(C)(C)C (1-iodo-2,2-dimethylpropane), C([O-])([O-])=O.[Cs+].[Cs+] (cesium carbonate), CN(C=O)C (dimethylformamide). The solvent is C(C)(=O)OCC (ethyl acetate). Run at temperature 80 celsius, time 12 hour. Product: CC(COC1=CC=C(C=C1)C1=C(N=C(N(C1=O)CC1=CC=C(C=C1)C=1C(=CC=CC1)C#N)CCC)CC)(C)C (4′-{[5-[4-(2,2-dimethylpropoxy)phenyl]-4-ethyl-6-oxo-2-propylpyrimidin-1(6H)-yl]methyl}biphenyl-2-carbonitrile). The yield is 61.6%. Reaction SMILES: [CH2:1]([C:3]1[N:4]=[C:5]([CH2:32][CH2:33][CH3:34])[N:6]([CH2:17][C:18]2[CH:23]=[CH:22][C:21]([C:24]3[C:25]([C:30]#[N:31])=[CH:26][CH:27]=[CH:28][CH:29]=3)=[CH:20][CH:19]=2)[C:7](=[O:16])[C:8]=1[C:9]1[CH:14]=[CH:13][C:12]([OH:15])=[CH:11][CH:10]=1)[CH3:2].I[CH2:36][C:37]([CH3:40])([CH3:39])[CH3:38].C(=O)([O-])[O-].[Cs+].[Cs+].CN(C)C=O>C(OCC)(=O)C>[CH3:36][C:37]([CH3:40])([CH3:39])[CH2:38][O:15][C:12]1[CH:11]=[CH:10][C:9]([C:8]2[C:7](=[O:16])[N:6]([CH2:17][C:18]3[CH:23]=[CH:22][C:21]([C:24]4[C:25]([C:30]#[N:31])=[CH:26][CH:27]=[CH:28][CH:29]=4)=[CH:20][CH:19]=3)[C:5]([CH2:32][CH2:33][CH3:34])=[N:4][C:3]=2[CH2:1][CH3:2])=[CH:14][CH:13]=1 |f:2.3.4|. Procedure: A mixture of 4′-{[4-ethyl-5-(4-hydroxyphenyl)-6-oxo-2-propylpyrimidin-1(6H)-yl]methyl}biphenyl-2-carbonitrile (0.52 g), 1-iodo-2,2-dimethylpropane (0.29 g), cesium carbonate (0.45 g) and dimethylformamide (10 mL) were stirred at 80° C. for 12 hr. The reaction mixture was diluted with ethyl acetate, washed with water and then with saturated brine, and dried over anhydrous magnesium sulfate. The solvent was evaporated under reduced pressure and the residue was purified by silica gel column chromat... Starting materials: CC(C(CCCC=CCCCC)C(=O)O)C(=O)O (dodec-7-ene-2,3-dicarboxylic acid), CC(CCCCC=CCCCC)C(=O)O (dodec-7-ene-2-carboxylic acid). The product is CC(CCCCC=CCCCC)C(=O)[O-] (dodec-7-ene-2-carboxylate), CC(CCCCC=CCCCC)C(=O)[O-].C1(\C=C/C(=O)O1)=O (dodec-7-ene-2-carboxylate maleic anhydride). RXN SMILES: [CH3:1][CH:2]([C:16]([OH:18])=[O:17])[CH:3]([C:13]([OH:15])=O)[CH2:4][CH2:5][CH2:6][CH:7]=[CH:8][CH2:9][CH2:10][CH2:11][CH3:12].[CH3:19][CH:20]([C:31]([OH:33])=[O:32])[CH2:21][CH2:22][CH2:23][CH2:24][CH:25]=[CH:26][CH2:27][CH2:28][CH2:29][CH3:30]>>[CH3:1][CH:2]([C:16]([O-:18])=[O:17])[CH2:3][CH2:4][CH2:5][CH2:6][CH:7]=[CH:8][CH2:9][CH2:10][CH2:11][CH3:12].[CH3:19][CH:20]([C:31]([O-:33])=[O:32])[CH2:21][CH2:22][CH2:23][CH2:24][CH:25]=[CH:26][CH2:27][CH2:28][CH2:29][CH3:30].[C:16]1(=[O:17])[O:18][C:13](=[O:15])[CH:3]=[CH:2]1 |f:3.4|. Procedure: The procedure according to Example 76 is repeated but using 12-oxatetracyclo[4.4.0.1.1]dodec-7-ene-2,3-dicarboxylic acid monomer (0.05 mole) as the third comonomer instead of 12-oxatetracyclo[4.4.0.1.1]dodec-7-ene-2-carboxylic acid (0.05 mole), to obtain poly(1,1-dimethylethyl 12-oxatetracyclo[4.4.0.1.1]dodec-7-ene-2-carboxylate/12-oxatetracyclo[4.4.0.1.1]dodec-7-ene-2,3-dicarboxylic acid/2-hydroxyethyl 12-oxatetracyclo[4.4.0.1.1]dodec-7-ene-2-carboxylate/maleic anhydride) represented by the fol... The reactants are ClC=1C=CC(=C(C1)N(C(C(C)=O)=O)C1=CC=CC=C1)C(CCC1=CC=C(C=C1)S(=O)(=O)N1CCC(CC1)O)=O (N-(5-chloro-2-{3-[4-(4-hydroxypiperidine-1-sulfonyl)-phenyl]-propionyl}-phenyl)-2-oxo-N-phenyl-propionamide), C(=O)([O-])[O-].[K+].[K+] (K2CO3). Run in CO (MeOH). Conditions: temperature 80 celsius. Yields the product C(C)(=O)C=1N(C2=CC(=CC=C2C(C1CC1=CC=C(C=C1)S(=O)(=O)N1CCC(CC1)O)=O)Cl)C1=CC=CC=C1 (2-acetyl-7-chloro-3-[4-(4-hydroxypiperidine-1-sulfonyl)-benzyl]-1-phenyl-1H-quinolin-4-one). As a reaction SMILES: [Cl:1][C:2]1[CH:3]=[CH:4][C:5]([C:20](=[O:39])[CH2:21][CH2:22][C:23]2[CH:28]=[CH:27][C:26]([S:29]([N:32]3[CH2:37][CH2:36][CH:35]([OH:38])[CH2:34][CH2:33]3)(=[O:31])=[O:30])=[CH:25][CH:24]=2)=[C:6]([N:8]([C:14]2[CH:19]=[CH:18][CH:17]=[CH:16][CH:15]=2)[C:9](=O)[C:10](=[O:12])[CH3:11])[CH:7]=1.C([O-])([O-])=O.[K+].[K+]>CO>[C:10]([C:9]1[N:8]([C:14]2[CH:19]=[CH:18][CH:17]=[CH:16][CH:15]=2)[C:6]2[C:5]([C:20](=[O:39])[C:21]=1[CH2:22][C:23]1[CH:24]=[CH:25][C:26]([S:29]([N:32]3[CH2:37][CH2:36][CH:35]([OH:38])[CH2:34][CH2:33]3)(=[O:31])=[O:30])=[CH:27][CH:28]=1)=[CH:4][CH:3]=[C:2]([Cl:1])[CH:7]=2)(=[O:12])[CH3:11] |f:1.2.3|. Procedure details: To N-(5-chloro-2-{3-[4-(4-hydroxypiperidine-1-sulfonyl)-phenyl]-propionyl}-phenyl)-2-oxo-N-phenyl-propionamide in MeOH was added K2CO3 (0.096 g), and the mixture heated at 80° C. for 1.5 h, then concentrated. The residue was taken up in EtOAc/H2O, and the aqueous layer washed with EtOAc (2×25 mL). The combined organic layers were dried over Na2SO4, and the solvent removed under reduced pressure. The residue was chromatographed on anhydrous silica (20% EtOAc/hexanes 0-5 min; 60% EtOAc/hexanes 15-... Starting materials: Grignard reagent, CN(C)CCN(C)C (TMEDA), C1(=CC=CC=C1)[Mg]Br (phenyl magnesium bromide), CN(C)CCN(C)C (TMEDA), [Cl-].[NH4+] (ammonium chloride), BrC1CCCCC1 (bromocyclohexane), FeCl3. Reaction conditions: time 10 minute. Product: C1(CCCCC1)C1=CC=CC=C1 (cyclohexylbenzene). Isolated yield 99.0%. RXN SMILES: [C:1]1([Mg]Br)[CH:6]=[CH:5][CH:4]=[CH:3][CH:2]=1.CN(CCN(C)C)C.Br[CH:18]1[CH2:23][CH2:22][CH2:21][CH2:20][CH2:19]1.[Cl-].[NH4+]>>[CH:1]1([C:18]2[CH:23]=[CH:22][CH:21]=[CH:20][CH:19]=2)[CH2:6][CH2:5][CH2:4][CH2:3][CH2:2]1 |f:3.4|. Procedure: A mixture of phenyl magnesium bromide (1.25 mL of 0.96-M THF solution, 1.2 mmol) and TMEDA (181.1 μL, 1.2 mmol) was added to a mixture of bromocyclohexane (163.1 mg, 1.0 mmol) and FeCl3 (0.5 mL of 0.1-M THF solution, 5 mol %) at 0° C. over 20 minutes using an injection pump. After the addition of the mixture of Grignard reagent and TMEDA was completed, the reaction mixture was stirred at the temperature for 10 minutes. After treating with saturated aqueous ammonium chloride solution in a convent... The reactants are O=S(=O)(c1cccc(CO)c1)N1CCCCC1, [Na+], [Na+], O=C([O-])[O-], CN(C)C=O, O=P(Cl)(Cl)Cl. The product is O=S(=O)(c1cccc(CCl)c1)N1CCCCC1. RXN SMILES: [N:6]1([S:12](=[O:13])(=[O:14])[c:15]2[cH:16][c:17]([CH2:21][OH:22])[cH:18][cH:19][cH:20]2)[CH2:7][CH2:8][CH2:9][CH2:10][CH2:11]1.[Na+:23].[Na+:24].[O-:25][C:26](=[O:27])[O-:28].[O:29]=[CH:30][N:31]([CH3:32])[CH3:33].[P:1]([Cl:2])([Cl:3])([Cl:4])=[O:5]>>[Cl:3][CH2:21][c:17]1[cH:16][c:15]([S:12]([N:6]2[CH2:7][CH2:8][CH2:9][CH2:10][CH2:11]2)(=[O:13])=[O:14])[cH:20][cH:19][cH:18]1. Starting materials: FC(C(=O)O)(F)F (trifluoroacetic acid), C(C)(C)(C)OC(=O)N1C(CN(C(C1)=O)C1=C(C=CC(=C1)F)Cl)(C)C (4-(2-Chloro-5-fluorophenyl)-2,2-dimethyl-5-oxopiperazine-1-carboxylic acid t-butyl ester). Run in C(Cl)Cl (methylene chloride). Conditions: time 30 minute. Yields the product ClC1=C(C=C(C=C1)F)N1C(CNC(C1)(C)C)=O (1-(2-Chloro-5-fluorophenyl)-5,5-dimethylpiperazin-2-one). Yield: 89.0%. As a reaction SMILES: FC(F)(F)C(O)=O.C(OC([N:15]1[CH2:20][C:19](=[O:21])[N:18]([C:22]2[CH:27]=[C:26]([F:28])[CH:25]=[CH:24][C:23]=2[Cl:29])[CH2:17][C:16]1([CH3:31])[CH3:30])=O)(C)(C)C>C(Cl)Cl>[Cl:29][C:23]1[CH:24]=[CH:25][C:26]([F:28])=[CH:27][C:22]=1[N:18]1[CH2:17][C:16]([CH3:30])([CH3:31])[NH:15][CH2:20][C:19]1=[O:21]. Procedure: 4.2 ml of trifluoroacetic acid (54.7 mmol) was added to a solution of 1.80 g of 4-(2-chloro-5-fluorophenyl)-2,2-dimethyl-5-oxopiperazine-1-carboxylic acid t-butyl ester obtained in Example (62c) (5.47 mmol) in methylene chloride (8.4 ml) at room temperature, and the mixture was stirred at the same temperature for 30 minutes. The reaction mixture was concentrated under reduced pressure. A saturated sodium bicarbonate aqueous solution was added, followed by extraction with methylene chloride. Then...